From a dataset of the Open Reaction Database (ORD), a public repository of structured organic reaction records. describe an organic reaction: reactants, conditions, products, and yield Reactants: BrC=1C(=NN2C1N=CC=C2)NC(CC2=CC=C(C=C2)F)=O (N-(3-bromopyrazolo[1,5-a]pyrimidin-2-yl)-2-(4-fluorophenyl)acetamide), CC(C=CB(O)O)(C)C (3,3-dimethyl-1-butenylboronic acid). Yields the product CC(/C=C/C=1C(=NN2C1N=CC=C2)NC(CC2=CC=C(C=C2)F)=O)(C)C (N-{3-[(1E)-3,3-dimethylbut-1-en-1-yl]pyrazolo[1,5-a]pyrimidin-2-yl}-2-(4-fluorophenyl)acetamide). RXN SMILES: Br[C:2]1[C:3]([NH:11][C:12](=[O:21])[CH2:13][C:14]2[CH:19]=[CH:18][C:17]([F:20])=[CH:16][CH:15]=2)=[N:4][N:5]2[CH:10]=[CH:9][CH:8]=[N:7][C:6]=12.[CH3:22][C:23]([CH3:30])([CH3:29])[CH:24]=[CH:25]B(O)O>>[CH3:22][C:23]([CH3:30])([CH3:29])/[CH:24]=[CH:25]/[C:2]1[C:3]([NH:11][C:12](=[O:21])[CH2:13][C:14]2[CH:19]=[CH:18][C:17]([F:20])=[CH:16][CH:15]=2)=[N:4][N:5]2[CH:10]=[CH:9][CH:8]=[N:7][C:6]=12. Procedure details: The product from Example 140A and 3,3-dimethyl-1-butenylboronic acid were processed using the method analogous to that described in Example 110C to provide the title compound. 1H NMR (400 MHz, DMSO-d6) δ ppm 10.32-10.43 (bs, 1H), 8.99 (dd, J=7.0, 1.7 Hz, 1H), 8.56 (dd, J=4.1, 1.7 Hz, 1H), 7.37-7.43 (m, 2H), 7.13-7.21 (m, 2H), 7.04 (dd, J=7.0, 4.1 Hz, 1H), 6.63 (d, J=16.3 Hz, 1H), 6.08 (d, J=16.5 Hz, 1H), 3.70 (s, 2H), 1.01 (s, 9H); MS (APCI) m/z 353 (M+H)+. The product is N#CNC(=NCCc1ccccc1Cl)c1cncc(O)c1. Reaction SMILES: [C:1](#[N:2])[N:3]=[C:4]([O:5][CH2:6][CH2:7][CH3:8])[c:9]1[cH:10][n:11][cH:12][c:13]([OH:15])[cH:14]1.[CH3:26][OH:27].[Cl:16][c:17]1[c:18]([CH2:23][CH2:24][NH2:25])[cH:19][cH:20][cH:21][cH:22]1>>[C:1](#[N:2])[NH:3][C:4]([c:9]1[cH:10][n:11][cH:12][c:13]([OH:15])[cH:14]1)=[N:25][CH2:24][CH2:23][c:18]1[c:17]([Cl:16])[cH:22][cH:21][cH:20][cH:19]1. Starting materials: CCCOC(=NC#N)c1cncc(O)c1, CO, NCCc1ccccc1Cl. The reactants are CC([O-])=S, C=CCOC(=O)N1CC(OS(C)(=O)=O)CC1CN1C(=O)c2ccccc2C1=O, CN(C)C=O, CCOC(C)=O, [K+], O. Product: C=CCOC(=O)N1CC(SC(C)=O)CC1CN1C(=O)c2ccccc2C1=O. Reaction SMILES: [C:29]([CH3:30])(=[S:31])[O-:32].[CH2:1]([CH:2]=[CH2:3])[O:4][C:5](=[O:6])[N:7]1[CH:8]([CH2:17][N:18]2[C:19](=[O:28])[c:20]3[c:21]([cH:24][cH:25][cH:26][cH:27]3)[C:22]2=[O:23])[CH2:9][CH:10]([O:12][S:13]([CH3:14])(=[O:15])=[O:16])[CH2:11]1.[CH3:34][N:35]([CH3:36])[CH:37]=[O:38].[CH3:39][CH2:40][O:41][C:42](=[O:43])[CH3:44].[K+:33].[OH2:45]>>[CH2:1]([CH:2]=[CH2:3])[O:4][C:5](=[O:6])[N:7]1[CH:8]([CH2:17][N:18]2[C:19](=[O:28])[c:20]3[c:21]([cH:24][cH:25][cH:26][cH:27]3)[C:22]2=[O:23])[CH2:9][CH:10]([S:31][C:29]([CH3:30])=[O:32])[CH2:11]1. Starting materials: NC1=C(NC(=C1)C1=CC=C(C=C1)OC)C(=O)OCC (Ethyl 3-amino-5-(4-methoxyphenyl)-1H-pyrrole-2-carboxylate), C(=N)N (formamidine). The solvent is O1CCCC1 (tetrahydrofuran), C(C)O (ethanol). Reaction conditions: temperature 90 celsius, time 16 hour. Yields the product COC1=CC=C(C=C1)C1=CC=2N=CN=C(C2N1)O (6-(4-methoxyphenyl)-5H-pyrrolo[3,2-d]pyrimidin-4-ol). Yield: 11.5%. Reaction SMILES: [NH2:1][C:2]1[CH:6]=[C:5]([C:7]2[CH:12]=[CH:11][C:10]([O:13][CH3:14])=[CH:9][CH:8]=2)[NH:4][C:3]=1[C:15]([O:17]CC)=O.[CH:20](N)=[NH:21]>O1CCCC1.C(O)C>[CH3:14][O:13][C:10]1[CH:9]=[CH:8][C:7]([C:5]2[NH:4][C:3]3[C:15]([OH:17])=[N:21][CH:20]=[N:1][C:2]=3[CH:6]=2)=[CH:12][CH:11]=1. Procedure: Ethyl 3-amino-5-(4-methoxyphenyl)-1H-pyrrole-2-carboxylate (7.2 g) was dissolved in tetrahydrofuran (16 mL)/ethanol (32 mL), formamidine (3.46 g) was added, and the mixture was stirred at 90° C. for 16 hrs. After cooling to room temperature, tetrahydrofuran was evaporated under reduced pressure. The residue was diluted with ethanol (20 mL), and the precipitated powder was collected by filtration, washed with ethanol (15 mL) and dried under reduced pressure to give the title compound (769 mg). Starting materials: BrCc1ccccc1, O=C([O-])[O-], COC(=O)c1ccc2c(C)n[nH]c2c1, CC(C)=O, [K+], [K+], C1COCCOCCOCCOCCOCCO1, O. Product: COC(=O)c1ccc2c(C)n(Cc3ccccc3)nc2c1. As a reaction SMILES: [Br:15][CH2:16][c:17]1[cH:18][cH:19][cH:20][cH:21][cH:22]1.[C:23](=[O:24])([O-:25])[O-:26].[CH3:1][c:2]1[n:3][nH:4][c:5]2[cH:6][c:7]([C:11](=[O:12])[O:13][CH3:14])[cH:8][cH:9][c:10]12.[CH3:47][C:48](=[O:49])[CH3:50].[K+:27].[K+:28].[O:29]1[CH2:30][CH2:31][O:32][CH2:33][CH2:34][O:35][CH2:36][CH2:37][O:38][CH2:39][CH2:40][O:41][CH2:42][CH2:43][O:44][CH2:45][CH2:46]1.[OH2:51]>>[CH3:1][c:2]1[n:3]([CH2:16][c:17]2[cH:18][cH:19][cH:20][cH:21][cH:22]2)[n:4][c:5]2[cH:6][c:7]([C:11](=[O:12])[O:13][CH3:14])[cH:8][cH:9][c:10]12.